From a dataset of the Open Reaction Database (ORD), a public repository of structured organic reaction records. describe an organic reaction: reactants, conditions, products, and yield Reactants: O=C[C@H](O)[C@@H](O)[C@H](O)[C@H](O)CO (dextrose), ClC1=CC2=C(OC3=C(CN2)C=CC=C3)C=C1 (8-chloro-10,11-dihydrodibenz[b,f][1,4]oxazepine). Solvent: CC(=O)C (acetone). Run at time 7 day. The product is ClC1=CC2=C(OC3=C(C=N2)C=CC=C3)C=C1 (8-chlorodibenz[b,f][1,4]oxazepine). Reaction SMILES: O=C[C@@H]([C@H]([C@@H]([C@@H](CO)O)O)O)O.[Cl:13][C:14]1[CH:28]=[CH:27][C:17]2[O:18][C:19]3[CH:26]=[CH:25][CH:24]=[CH:23][C:20]=3[CH2:21][NH:22][C:16]=2[CH:15]=1>CC(C)=O>[Cl:13][C:14]1[CH:28]=[CH:27][C:17]2[O:18][C:19]3[CH:26]=[CH:25][CH:24]=[CH:23][C:20]=3[CH:21]=[N:22][C:16]=2[CH:15]=1. Procedure: A culture of Hormodendrum cladosporioides NRRL 8132 is grown initially for 14 days on potato dextrose agar slants. The spores and mycelia from a single slant are used to inoculate a 500 ml. seed flask containing 100 ml. of cottonseed meal medium. After further incubation for 7 days at 23° - 25° C. on a rotary shaker at 190 rpm, 25 ml. of the growth is used to inoculate 100 ml. of cottonseed meal medium in a 500 ml. flask. This flask is then incubated at 23° - 25° C. for 24 - 48 hours on the shak... Starting materials: C(C1=CC=CC=C1)N([C@@H](CCCCNC(=O)OC(C)(C)C)C(=O)O)C([C@@H](NC(=O)OC(C)(C)C)CCCCNC(=O)OC(C)(C)C)=O (Benzyl Nα—(Nα,Nε-bis(t-butoxycarbonyl)-L-lysinoyl)-Nε-(t-butoxycarbonyl)-L-lysine). As a reaction SMILES: C([N:8]([C:25](=[O:47])[C@H:26]([CH2:35][CH2:36][CH2:37][CH2:38][NH:39][C:40]([O:42][C:43]([CH3:46])([CH3:45])[CH3:44])=[O:41])[NH:27][C:28]([O:30][C:31]([CH3:34])([CH3:33])[CH3:32])=[O:29])[C@H:9]([C:22]([OH:24])=[O:23])[CH2:10][CH2:11][CH2:12][CH2:13][NH:14][C:15]([O:17][C:18]([CH3:21])([CH3:20])[CH3:19])=[O:16])C1C=CC=CC=1>CO.[Pd]>[C:31]([O:30][C:28]([NH:27][C@H:26]([C:25]([NH:8][C@H:9]([C:22]([OH:24])=[O:23])[CH2:10][CH2:11][CH2:12][CH2:13][NH:14][C:15]([O:17][C:18]([CH3:21])([CH3:20])[CH3:19])=[O:16])=[O:47])[CH2:35][CH2:36][CH2:37][CH2:38][NH:39][C:40]([O:42][C:43]([CH3:46])([CH3:45])[CH3:44])=[O:41])=[O:29])([CH3:32])([CH3:33])[CH3:34]. Reagents/catalysts: [Pd] (Pd—C). The product is C(C)(C)(C)OC(=O)N[C@@H](CCCCNC(=O)OC(C)(C)C)C(=O)N[C@@H](CCCCNC(=O)OC(C)(C)C)C(=O)O (Nα—(Nα,Nε-Bis(t-butoxycarbonyl)-L-lysinoyl)-Nε-(t-butoxycarbonyl)-L-lysine). Run at time 25 minute. Yield: 95.8%. Solvent: CO (MeOH), CO (MeOH). Procedure: A slurry of Pd—C (10% wt, 117 mg) in dry MeOH (2 mL) was added to a solution of benzyl ester 50 (1.17 g, 1.76 mmol) in dry MeOH (8.8 mL). The reaction vessel was flushed with hydrogen gas and stirred with a hydrogen balloon for 2 h 25 min. The reaction mixture was then filtered over celite to remove the catalyst. After rinsing the catalyst with small portions of MeOH, the combined filtrates were concentrated to dryness, providing acid 51 as a white solid (969 mg, 96%). 1H NMR (400 MHz, DMSO-d6) ... The reactants are BrCC(=O)C1(CCCC1)C1=CC(=C(C=C1)Cl)Cl (2-bromo-1-[1-(3,4-dichlorophenyl)cyclopentyl]ethanone), N1C(NCC1)=S (imidazolidine-2-thione), C(C)O (ethanol). Run in C(C)(=O)O (acetic acid). The product is Br.ClC=1C=C(C=CC1Cl)C1(CCCC1)C=1N2C(SC1)=NCC2 (3-[1-(3,4-dichlorophenyl)cyclopentyl]-5,6-dihydroimidazo[2,1-b]thiazole hydrobromide). Reaction SMILES: [Br:1][CH2:2][C:3]([C:5]1([C:10]2[CH:15]=[CH:14][C:13]([Cl:16])=[C:12]([Cl:17])[CH:11]=2)[CH2:9][CH2:8][CH2:7][CH2:6]1)=O.[NH:18]1[CH2:22][CH2:21][NH:20][C:19]1=[S:23].C(O)C>C(O)(=O)C>[BrH:1].[Cl:17][C:12]1[CH:11]=[C:10]([C:5]2([C:3]3[N:20]4[CH2:21][CH2:22][N:18]=[C:19]4[S:23][CH:2]=3)[CH2:9][CH2:8][CH2:7][CH2:6]2)[CH:15]=[CH:14][C:13]=1[Cl:16] |f:4.5|. Procedure: A mixture of 2-bromo-1-[1-(3,4-dichlorophenyl)cyclopentyl]ethanone (0.5 g), imidazolidine-2-thione (0.16 g), ethanol (3 ml) and acetic acid (2 ml) was heated under reflux for 18 hours then allowed to cool to ambient temperature. The solvents were removed in vacuo and the residue crystallised from a 1:1 mixture of ethyl acetate and ethanol. The resulting product was collected by filtration, washed with ethanol (3 ml) and dried in vacuo at 60° C. to give 3-[1-(3,4-dichlorophenyl)cyclopentyl]-5,6-d... The reactants are C(=O)(O)C=1C=C(C=CC1O)N1C(=CC=2C3=C(CCC12)C=CC=C3)C3=CC=CC=C3 (3-(3-carboxy-4-hydroxyphenyl)-4,5-dihydro-2-phenylbenz[e]indole), C(C)O (ethanol), Cl (hydrogen chloride), off-white crystals. Product: C(C)OC(=O)C=1C=C(C=CC1O)N1C(=CC=2C3=C(CCC12)C=CC=C3)C3=CC=CC=C3 (4,5-Dihydro-3-(3-ethoxycarbonyl-4-hydroxyphenyl)-2-phenylbenz[e]indole). RXN SMILES: [C:1]([C:4]1[CH:5]=[C:6]([N:11]2[C:19]3[CH2:18][CH2:17][C:16]4[CH:20]=[CH:21][CH:22]=[CH:23][C:15]=4[C:14]=3[CH:13]=[C:12]2[C:24]2[CH:29]=[CH:28][CH:27]=[CH:26][CH:25]=2)[CH:7]=[CH:8][C:9]=1[OH:10])([OH:3])=[O:2].Cl.[CH2:31](O)[CH3:32]>>[CH2:31]([O:2][C:1]([C:4]1[CH:5]=[C:6]([N:11]2[C:19]3[CH2:18][CH2:17][C:16]4[CH:20]=[CH:21][CH:22]=[CH:23][C:15]=4[C:14]=3[CH:13]=[C:12]2[C:24]2[CH:29]=[CH:28][CH:27]=[CH:26][CH:25]=2)[CH:7]=[CH:8][C:9]=1[OH:10])=[O:3])[CH3:32]. Procedure details: A boiling solution of 7.5 g. (0.02 mole) of 3-(3-carboxy-4-hydroxyphenyl)-4,5-dihydro-2-phenylbenz[e]indole and 200 ml. of ethanol was saturated with hydrogen chloride, then heated under reflux for 26 hours and cooled. The solid which separated was collected and recrystallized from ethanol to provide 4.1 g. (51%) of off-white crystals, m.p. 134°-135°. RXN SMILES: [CH3:1][C:2]([C:16]1[CH:21]=[CH:20][C:19]([N+:22]([O-:24])=[O:23])=[CH:18][CH:17]=1)([CH3:15])[CH2:3][N:4]1C(=O)C2=CC=CC=C2C1=O.CO.O.NN>C(Cl)(Cl)Cl>[CH3:15][C:2]([C:16]1[CH:21]=[CH:20][C:19]([N+:22]([O-:24])=[O:23])=[CH:18][CH:17]=1)([CH3:1])[CH2:3][NH2:4] |f:2.3|. Procedure: To a mixture of the compound (152 mg) obtained in Example 179, methanol (10 ml) and chloroform (10 ml), hydrazine monohydrate (0.05 ml) was added and heated under reflux for 24 h. The reaction mixture was filtered and the filtrate was concentrated under reduced pressure; following addition of 2 N HCl, the mixture was washed with ethyl acetate. Then, the aqueous layer was made alkaline with a 2 N aqueous sodium hydroxide solution and extracted with ethyl acetate. The organic layer was washed with... Product: CC(CN)(C)C1=CC=C(C=C1)[N+](=O)[O-] (N-(2-methyl-2-(4-nitrophenyl)propyl)amine). The solvent is C(Cl)(Cl)Cl (chloroform). The reactants are CC(CN1C(C=2C(C1=O)=CC=CC2)=O)(C)C2=CC=C(C=C2)[N+](=O)[O-] (N-(2-methyl-2-(4-nitrophenyl)propyl)phthalimide), CO (methanol), O.NN (hydrazine monohydrate). Yield: 78.0%. Reactants: FC1=CC=C2C(=NN(C2=C1)C)C=1N=C2C(=NC1)N(C=C2C(=O)N[C@H](C)C=2OC=C(N2)COS(=O)(=O)C)COCC[Si](C)(C)C (methanesulfonic acid 2-((R)-1-{[2-(6-fluoro-1-methyl-1H-indazol-3-yl)-5-(2-trimethylsilanyl-ethoxymethyl)-5H-pyrrolo[2,3-b]pyrazine-7-carbonyl]-amino}-ethyl)-oxazol-4-ylmethyl ester), [C-]#N.[Na+] (Sodium cyanide). The solvent is CN(C)C=O (DMF). Reaction conditions: temperature 80 celsius, time 8 hour. The product is C(#N)CC=1N=C(OC1)[C@@H](C)NC(=O)C1=CN(C2=NC=C(N=C21)C2=NN(C1=CC(=CC=C21)F)C)COCC[Si](C)(C)C (2-(6-fluoro-1-methyl-1H-indazol-3-yl)-5-(2-trimethylsilanyl-ethoxymethyl)-5H-pyrrolo[2,3-b]pyrazine-7-carboxylic acid [(R)-1-(4-cyanomethyl-oxazol-2-yl)-ethyl]-amide). Yield: 35.8%. Reaction SMILES: [F:1][C:2]1[CH:10]=[C:9]2[C:5]([C:6]([C:12]3[N:13]=[C:14]4[C:20]([C:21]([NH:23][C@@H:24]([C:26]5[O:27][CH:28]=[C:29]([CH2:31]OS(C)(=O)=O)[N:30]=5)[CH3:25])=[O:22])=[CH:19][N:18]([CH2:37][O:38][CH2:39][CH2:40][Si:41]([CH3:44])([CH3:43])[CH3:42])[C:15]4=[N:16][CH:17]=3)=[N:7][N:8]2[CH3:11])=[CH:4][CH:3]=1.[C-:45]#[N:46].[Na+]>CN(C=O)C>[C:45]([CH2:31][C:29]1[N:30]=[C:26]([C@H:24]([NH:23][C:21]([C:20]2[C:14]3[C:15](=[N:16][CH:17]=[C:12]([C:6]4[C:5]5[C:9](=[CH:10][C:2]([F:1])=[CH:3][CH:4]=5)[N:8]([CH3:11])[N:7]=4)[N:13]=3)[N:18]([CH2:37][O:38][CH2:39][CH2:40][Si:41]([CH3:42])([CH3:44])[CH3:43])[CH:19]=2)=[O:22])[CH3:25])[O:27][CH:28]=1)#[N:46] |f:1.2|. Procedure details: In a round-bottomed flask, methanesulfonic acid 2-((R)-1-{[2-(6-fluoro-1-methyl-1H-indazol-3-yl)-5-(2-trimethylsilanyl-ethoxymethyl)-5H-pyrrolo[2,3-b]pyrazine-7-carbonyl]-amino}-ethyl)-oxazol-4-ylmethyl ester (146 mg, 0.18 mmol) was dissolved in DMF (0.5 ml). Sodium cyanide (27 mg, 0.55 mmol) was added and the reaction mixture was stirred at 80° C. overnight. The reaction was cooled to room temperature, quenched with water and extracted with diethyl ether (2×). The combined organic layers were w...